Dataset: the Open Reaction Database (ORD), a public repository of structured organic reaction records. Task: describe an organic reaction: reactants, conditions, products, and yield The reactants are CCC1(CC)CCSc2ccc(C#C[Si](C)(C)C)cc21, CCO, [K+], [OH-], O. Yields the product C#Cc1ccc2c(c1)C(CC)(CC)CCS2. As a reaction SMILES: [CH2:3]([CH3:4])[C:5]1([CH2:21][CH3:22])[CH2:6][CH2:7][S:8][c:9]2[cH:10][cH:11][c:12]([C:15]#[C:16][Si:17]([CH3:18])([CH3:19])[CH3:20])[cH:13][c:14]21.[CH3:24][CH2:25][OH:26].[K+:2].[OH-:1].[OH2:23]>>[CH2:3]([CH3:4])[C:5]1([CH2:21][CH3:22])[CH2:6][CH2:7][S:8][c:9]2[cH:10][cH:11][c:12]([C:15]#[CH:16])[cH:13][c:14]21. The reactants are C([O-])([O-])=O.[NH4+].[NH4+] (ammonium carbonate), Cl (HCl), C(#N)C=1C=C(C=CC1)COC=1C=C(C=C(C1)C)OS(=O)(=O)C1=C(C=CC=C1)Cl (2-chlorobenzenesulfonic acid 3-[(3-cyanophenyl) methoxy]-5-methylphenyl ester). Solvent: C(C)O (ethanol), C(Cl)Cl (methylene chloride), C(Cl)Cl (Methylene chloride). Run at time 3 day. Yields the product Cl.C(N)(=N)C=1C=C(C=CC1)COC=1C=C(C=C(C1)C)OS(=O)(=O)C1=C(C=CC=C1)Cl (2-Chlorobenzenesulfonic Acid 3-[(3-amidinophenyl)methoxy]-5-methylphenyl Ester Hydrochloride). Yield: 95.9%. Reaction SMILES: [C:1]([C:3]1[CH:4]=[C:5]([CH2:9][O:10][C:11]2[CH:12]=[C:13]([O:18][S:19]([C:22]3[CH:27]=[CH:26][CH:25]=[CH:24][C:23]=3[Cl:28])(=[O:21])=[O:20])[CH:14]=[C:15]([CH3:17])[CH:16]=2)[CH:6]=[CH:7][CH:8]=1)#[N:2].Cl.C(=O)([O-])[O-].[NH4+:34].[NH4+]>C(Cl)Cl.C(O)C>[ClH:28].[C:1]([C:3]1[CH:4]=[C:5]([CH2:9][O:10][C:11]2[CH:12]=[C:13]([O:18][S:19]([C:22]3[CH:27]=[CH:26][CH:25]=[CH:24][C:23]=3[Cl:28])(=[O:21])=[O:20])[CH:14]=[C:15]([CH3:17])[CH:16]=2)[CH:6]=[CH:7][CH:8]=1)(=[NH:34])[NH2:2] |f:2.3.4,7.8|. Procedure: To a solution of 2-chlorobenzenesulfonic acid 3-[(3-cyanophenyl) methoxy]-5-methylphenyl ester (207 mg, 0.5 mmol), as prepared in the preceding step, in methylene chloride (10 mL) was added 37% HCl in ethanol (10 mL) at 0° C. The mixture was allowed to stand at 0° C. for 3 days. The solvent was evaporated in vacuo and the residue was co-evaporated with methylene chloride several times. The residue was dissolved in ethanol (10 mL) and ammonium carbonate (192 mg, 2.0 mmol) was added at 0° C. The m...